Dataset: the Open Reaction Database (ORD), a public repository of structured organic reaction records. Task: describe an organic reaction: reactants, conditions, products, and yield Reported procedure: t-Butyl cyanoacetate (3.525 g, 25 mmol) was dissolved in triethyl orthoformate (6.2 mL, 37.5 mmol). Acetic anhydride (2.41 mL, 25 mmol) was added and the mixture heated to 125° C. for 3 h. Volatiles were then removed by evaporation under reduced pressure to leave an orange oil. The crude oil was dissolved in methanol and methyl 2-(4-hydrazinylphenyl)acetate hydrochloride (Intermediate#39) (1.62 g, 7.5 mmol) and DIPEA (1.3 mL, 7.5 mmol) were added. The mixture was heated to reflux for 2 h and the... Run in CO (methanol). Reaction conditions: temperature 125 celsius. Product: NC1=C(C=NN1C1=CC=C(C=C1)CC(=O)OC)C(=O)OC(C)(C)C (tert-butyl 5-amino-1-[4-(methoxycarbonylmethyl)phenyl)pyrazole-4-carboxylate). Reactants: C(#N)CC(=O)OC(C)(C)C (t-Butyl cyanoacetate), C(OCC)(OCC)OCC (triethyl orthoformate), Cl.N(N)C1=CC=C(C=C1)CC(=O)OC (methyl 2-(4-hydrazinylphenyl)acetate hydrochloride), CCN(C(C)C)C(C)C (DIPEA), C(C)(=O)OC(C)=O (Acetic anhydride). RXN SMILES: [C:1]([CH2:3][C:4]([O:6][C:7]([CH3:10])([CH3:9])[CH3:8])=[O:5])#[N:2].[CH:11](OCC)(OCC)OCC.C(OC(=O)C)(=O)C.Cl.[NH:29]([C:31]1[CH:36]=[CH:35][C:34]([CH2:37][C:38]([O:40][CH3:41])=[O:39])=[CH:33][CH:32]=1)[NH2:30].CCN(C(C)C)C(C)C>CO>[NH2:2][C:1]1[N:29]([C:31]2[CH:32]=[CH:33][C:34]([CH2:37][C:38]([O:40][CH3:41])=[O:39])=[CH:35][CH:36]=2)[N:30]=[CH:11][C:3]=1[C:4]([O:6][C:7]([CH3:10])([CH3:9])[CH3:8])=[O:5] |f:3.4|.